From a dataset of the Open Reaction Database (ORD), a public repository of structured organic reaction records. describe an organic reaction: reactants, conditions, products, and yield Starting materials: ClC1=CC=C(C=C1)C1=CC(=C(S1)C(=O)OC)N=CN(C)C (methyl 5-(4-chlorophenyl)-3-(dimethylaminomethyleneamino)thiophene-2-carboxylate), Cl.Cl.N1(CCCCC1)C(C)C1=CC=C(C=C1)CCN (2-[4-(1-piperidin-1-ylethyl)phenyl]ethanamine dihydrochloride), C(C)(C)N(C(C)C)CC (N,N-diisopropylethylamine), C(C)O (ethanol). Run in C(C)(=O)OCC (ethyl acetate). Conditions: temperature 70 celsius, time 3 hour. Product: ClC1=CC=C(C=C1)C1=CC=2N=CN(C(C2S1)=O)CCC1=CC=C(C=C1)C(C)N1CCCCC1 (6-(4-chlorophenyl)-3-{2-[4-(1-piperidin-1-ylethyl)phenyl]ethyl}thieno[3,2-d]pyrimidin-4(3H)-one). The yield is 62.8%. RXN SMILES: [Cl:1][C:2]1[CH:7]=[CH:6][C:5]([C:8]2[S:12][C:11]([C:13]([O:15]C)=O)=[C:10]([N:17]=[CH:18][N:19]([CH3:21])C)[CH:9]=2)=[CH:4][CH:3]=1.Cl.Cl.[N:24]1([CH:30]([C:32]2[CH:37]=[CH:36][C:35]([CH2:38]CN)=[CH:34][CH:33]=2)[CH3:31])[CH2:29][CH2:28][CH2:27][CH2:26][CH2:25]1.C(N(CC)C(C)C)(C)C.C(O)C>C(OCC)(=O)C>[Cl:1][C:2]1[CH:3]=[CH:4][C:5]([C:8]2[S:12][C:11]3[C:13](=[O:15])[N:19]([CH2:21][CH2:38][C:35]4[CH:34]=[CH:33][C:32]([CH:30]([N:24]5[CH2:29][CH2:28][CH2:27][CH2:26][CH2:25]5)[CH3:31])=[CH:37][CH:36]=4)[CH:18]=[N:17][C:10]=3[CH:9]=2)=[CH:6][CH:7]=1 |f:1.2.3|. Procedure details: A mixture of methyl 5-(4-chlorophenyl)-3-(dimethylaminomethyleneamino)thiophene-2-carboxylate (0.2 g), 2-[4-(1-piperidin-1-ylethyl)phenyl]ethanamine dihydrochloride (0.19 g), N,N-diisopropylethylamine (0.20 g) and ethanol (4 ml) were stirred at 70° C. for 3 hr. The reaction mixture was allowed to cool, ethyl acetate was added, and the precipitate was collected by filtration to give the title compound (186 mg) as a colorless powder.